From a dataset of the Open Reaction Database (ORD), a public repository of structured organic reaction records. describe an organic reaction: reactants, conditions, products, and yield The reactants are ClC1=C(C=CC=C1)C1=CC=2N(C=3C=CC(=CC3C2C2=C1C(NC2=O)=O)OC)CCC(=O)NCCC2=CN=CN2 (3-(4-(2-Chlorophenyl)-9-methoxy-1,3-dioxo-2,3-dihydropyrrolo[3,4-c]carbazol-6 (1H)-yl)-N-[2-(1H-imidazol-5-yl)ethyl]propanamide), B(Br)(Br)Br (BBr3). Run at time 48 hour. The product is ClC1=C(C=CC=C1)C1=CC=2N(C=3C=CC(=CC3C2C2=C1C(NC2=O)=O)O)CCC(=O)NCCC2=CN=CN2 (3-(4-(2-Chlorophenyl)-9-hydroxy-1,3-dioxo-2,3-dihydropyrrolo[3,4-c]carbazol-6(1H)-yl)-N-[2-(1H-imidazol-5-yl)ethyl]propanamide). Yield: 46.0%. Reaction SMILES: [Cl:1][C:2]1[CH:7]=[CH:6][CH:5]=[CH:4][C:3]=1[C:8]1[C:20]2[C:21](=[O:25])[NH:22][C:23](=[O:24])[C:19]=2[C:18]2[C:17]3[CH:16]=[C:15]([O:26]C)[CH:14]=[CH:13][C:12]=3[N:11]([CH2:28][CH2:29][C:30]([NH:32][CH2:33][CH2:34][C:35]3[NH:39][CH:38]=[N:37][CH:36]=3)=[O:31])[C:10]=2[CH:9]=1.B(Br)(Br)Br>>[Cl:1][C:2]1[CH:7]=[CH:6][CH:5]=[CH:4][C:3]=1[C:8]1[C:20]2[C:21](=[O:25])[NH:22][C:23](=[O:24])[C:19]=2[C:18]2[C:17]3[CH:16]=[C:15]([OH:26])[CH:14]=[CH:13][C:12]=3[N:11]([CH2:28][CH2:29][C:30]([NH:32][CH2:33][CH2:34][C:35]3[NH:39][CH:38]=[N:37][CH:36]=3)=[O:31])[C:10]=2[CH:9]=1. Procedure details: Demethylation of (128) prepared as described in example 241 with BBr3 using the procedure described in example 80 except that the reaction time was 48 h gave (129) as a yellow powder (46%), mp 158–162° C. (dec). 1H NMR δ [(CD3)2SO] 11.75 (br, 1H), 11.05 (br s, 1H), 9.36 (br s, 1H), 8.37 (d, J=2.4 Hz, 1H), 7.91 (t, J=5.3 Hz, 1H), 7.71 (s, 1H), 7.59–7.54 (m, 2H), 7.50–7.42 (m, 4H), 7.14 (dd, J=8.8, 2.4 Hz, 1H), 6.57 (br, 1H), 4.65 (t, J=6.5 Hz, 2H), 3.13 (m, 2H), 2.55 (t, J=6.5 Hz, 1H), 2.40 (t, J...